Dataset: the Open Reaction Database (ORD), a public repository of structured organic reaction records. Task: describe an organic reaction: reactants, conditions, products, and yield Starting materials: C1CCNCC1, COc1ccc(S)cc1, CC(=CCCCCc1ccccc1)C(=O)O. Yields the product COc1ccc(SC(CCCCc2ccccc2)C(C)C(=O)O)cc1. RXN SMILES: [CH2:26]1[CH2:27][CH2:28][NH:29][CH2:30][CH2:31]1.[CH3:17][O:18][c:19]1[cH:20][cH:21][c:22]([SH:25])[cH:23][cH:24]1.[CH3:1][C:2]([C:3](=[O:4])[OH:5])=[CH:6][CH2:7][CH2:8][CH2:9][CH2:10][c:11]1[cH:12][cH:13][cH:14][cH:15][cH:16]1>>[CH3:1][CH:2]([C:3](=[O:4])[OH:5])[CH:6]([CH2:7][CH2:8][CH2:9][CH2:10][c:11]1[cH:12][cH:13][cH:14][cH:15][cH:16]1)[S:25][c:22]1[cH:21][cH:20][c:19]([O:18][CH3:17])[cH:24][cH:23]1.